describe an organic reaction: reactants, conditions, products, and yield From a dataset of the Open Reaction Database (ORD), a public repository of structured organic reaction records. The reactants are C1=CC=C(C=C1)C2=CC=CC=C2.C1=CC=C(C=C1)OC2=CC=CC=C2 (Dowtherm), ClC1=CC=C(C=N1)NC=C(C(=O)OCC)C(C)=O (ethyl 2-[(6-chloropyridin-3-ylamino)methylene]-3-oxobutanoate). Conditions: time 37.5 minute. The product is ClC=1N=C2C(=C(C=NC2=CC1)C(C)=O)O (1-(6-chloro-4-hydroxy-1,5-naphthyridin-3-yl)ethanone). As a reaction SMILES: C1C=CC(C2C=CC=CC=2)=CC=1.C1C=CC(OC2C=CC=CC=2)=CC=1.[Cl:26][C:27]1[N:32]=[CH:31][C:30]([NH:33][CH:34]=[C:35]([C:41](=[O:43])[CH3:42])[C:36]([O:38]CC)=O)=[CH:29][CH:28]=1>>[Cl:26][C:27]1[N:32]=[C:31]2[C:30](=[CH:29][CH:28]=1)[N:33]=[CH:34][C:35]([C:41](=[O:43])[CH3:42])=[C:36]2[OH:38] |f:0.1|. Procedure: To a flask containing Dowtherm™ A (500 mL) at 250° C. was added ethyl 2-[(6-chloropyridin-3-ylamino)methylene]-3-oxobutanoate (10 g, 27 mmol) portion wise over 3 to 5 min and the reaction mixture was stirred for an additional 30 to 45 min. The reaction mixture was removed from the heat source, cooled to room temperature and diluted with hexanes to facilitate precipitation. The solids were filtered, washed with hexanes and dried under vacuum to afford the intermediate 1-(6-chloro-4-hydroxy-1,5-na... Run in C(C)(=O)O (acetic acid). Reactants: N(=[N+]=[N-])C1CCC=2C=CC=C(C2C1)NC(C)=O (N-(7-azido-5,6,7,8-tetrahydronaphthalen-1-yl)-acetamide), BrBr (bromine). Reaction SMILES: [N:1]([CH:4]1[CH2:13][C:12]2[C:11]([NH:14][C:15](=[O:17])[CH3:16])=[CH:10][CH:9]=[CH:8][C:7]=2[CH2:6][CH2:5]1)=[N+:2]=[N-:3].[Br:18]Br>C(O)(=O)C>[N:1]([CH:4]1[CH2:13][C:12]2[C:11]([NH:14][C:15](=[O:17])[CH3:16])=[CH:10][CH:9]=[C:8]([Br:18])[C:7]=2[CH2:6][CH2:5]1)=[N+:2]=[N-:3]. Product: N(=[N+]=[N-])C1CCC=2C(=CC=C(C2C1)NC(C)=O)Br (N-(7-azido-4-bromo-5,6,7,8-tetrahydronaphthalen-1-yl)-acetamide). Isolated yield 112.8%. Conditions: time 3 hour. Procedure details: A solution of N-(7-azido-5,6,7,8-tetrahydronaphthalen-1-yl)-acetamide (1 g, 4.3 mmol) in acetic acid (40 mL) was treated dropwise with bromine (1 g, 6.5 mmol) and stirred at room temperature for 3 h. The solvent was evaporated and the solid residue was washed with ether, collected by filtration and dried to give the product (1.5 g) in 89% yield.